From a dataset of the Open Reaction Database (ORD), a public repository of structured organic reaction records. describe an organic reaction: reactants, conditions, products, and yield Starting materials: CCN=C=NCCCN(C)C, Cc1ccc(N)cc1C, CCOC(C)=O, Nc1ccc(C(=O)O)cc1[N+](=O)[O-], CN(C)C=O, O, On1nnc2ccccc21. Yields the product Cc1ccc(NC(=O)c2ccc(N)c([N+](=O)[O-])c2)cc1C. Reaction SMILES: [CH3:14][CH2:15][N:16]=[C:17]=[N:18][CH2:19][CH2:20][CH2:21][N:22]([CH3:23])[CH3:24].[CH3:35][c:36]1[cH:37][cH:38][c:39]([NH2:40])[cH:41][c:42]1[CH3:43].[CH3:49][CH2:50][O:51][C:52]([CH3:53])=[O:54].[NH2:1][c:2]1[c:3]([N+:11](=[O:12])[O-:13])[cH:4][c:5]([C:6](=[O:7])[OH:8])[cH:9][cH:10]1.[O:44]=[CH:45][N:46]([CH3:47])[CH3:48].[OH2:55].[OH:25][n:26]1[c:27]2[c:28]([cH:29][cH:30][cH:31][cH:32]2)[n:33][n:34]1>>[NH2:1][c:2]1[c:3]([N+:11](=[O:12])[O-:13])[cH:4][c:5]([C:6](=[O:8])[NH:40][c:39]2[cH:38][cH:37][c:36]([CH3:35])[c:42]([CH3:43])[cH:41]2)[cH:9][cH:10]1. Reactants: C[Si](C)(C)C=[N+]=[N-], CO, O=C(O)CC1CC(c2cccc(Cl)c2)C(c2ccc(Cl)cc2)N(CC2CC2)C1=O, ClCCl. Product: COC(=O)CC1CC(c2cccc(Cl)c2)C(c2ccc(Cl)cc2)N(CC2CC2)C1=O. As a reaction SMILES: [CH3:30][Si:31]([CH:32]=[N+:33]=[N-:34])([CH3:35])[CH3:36].[CH3:37][OH:38].[Cl:1][c:2]1[cH:3][c:4]([CH:8]2[CH2:9][CH:10]([CH2:26][C:27](=[O:28])[OH:29])[C:11](=[O:25])[N:12]([CH2:21][CH:22]3[CH2:23][CH2:24]3)[CH:13]2[c:14]2[cH:15][cH:16][c:17]([Cl:20])[cH:18][cH:19]2)[cH:5][cH:6][cH:7]1.[Cl:39][CH2:40][Cl:41]>>[Cl:1][c:2]1[cH:3][c:4]([CH:8]2[CH2:9][CH:10]([CH2:26][C:27](=[O:28])[O:29][CH3:30])[C:11](=[O:25])[N:12]([CH2:21][CH:22]3[CH2:23][CH2:24]3)[CH:13]2[c:14]2[cH:15][cH:16][c:17]([Cl:20])[cH:18][cH:19]2)[cH:5][cH:6][cH:7]1. Reactants: C([O-])([O-])=O.[NH4+].[NH4+] (ammonium carbonate), [C-]#N.[Na+] (sodium cyanide), NC=1SC2=C(N1)C=CC(=C2)C=O (2-Aminobenzothiazole-6-carboxaldehyde), CO (methanol). Run in O (water). Run at temperature 60 celsius, time 20 hour. Product: NC=1SC2=C(N1)C=CC(=C2)C2C(NC(N2)=O)=O (5-(2-Aminobenzothiazol-6-yl)-2,4-imidazolidinedione). Reaction SMILES: [NH2:1][C:2]1[S:3][C:4]2[CH:10]=[C:9]([CH:11]=O)[CH:8]=[CH:7][C:5]=2[N:6]=1.[C:13](=[O:16])([O-])[O-].[NH4+:17].[NH4+:18].[C-]#N.[Na+].[CH3:22][OH:23]>O>[NH2:1][C:2]1[S:3][C:4]2[CH:10]=[C:9]([CH:11]3[NH:18][C:22](=[O:23])[NH:17][C:13]3=[O:16])[CH:8]=[CH:7][C:5]=2[N:6]=1 |f:1.2.3,4.5|. Reported procedure: 22.5 g (0.126 mol) of 1b, dissolved in 400 ml of methanol, are added dropwise to a solution of 50.9 g (0.531 mol) of ammonium carbonate and 9.6 g (0.196 mol) of sodium cyanide in 400 ml of water, and the mixture is stirred at 60° C. for 20 hours. After the methanol has been removed by distillation in vacuo, the remaining solution is acidified, at 0° C., to pH 2 with 2N HCl, then the pH is returned to 4 with 2N sodium hydroxide solution, and the precipitated product is filtered off with suction. Starting materials: CC(=O)Sc1ncn2ccsc12, CC[Si](CC)(CC)OC(CO)CN=[N+]=[N-]. Product: CC[Si](CC)(CC)OC(CN=[N+]=[N-])CSc1ncn2ccsc12. As a reaction SMILES: [C:1](=[O:2])([CH3:3])[S:4][c:5]1[n:6][cH:7][n:8]2[c:9]1[s:10][cH:11][cH:12]2.[N:13](=[N+:14]=[N-:15])[CH2:16][CH:17]([CH2:18][OH:19])[O:20][Si:21]([CH2:22][CH3:23])([CH2:24][CH3:25])[CH2:26][CH3:27]>>[S:4]([c:5]1[n:6][cH:7][n:8]2[c:9]1[s:10][cH:11][cH:12]2)[CH2:18][CH:17]([CH2:16][N:13]=[N+:14]=[N-:15])[O:20][Si:21]([CH2:22][CH3:23])([CH2:24][CH3:25])[CH2:26][CH3:27]. Starting materials: CS(=O)C (dimethyl sulfoxide), C(C)(=O)N(C1=C(C=CC=C1)OC1=CC=CC=C1)CC1=C(C=CC=C1)C(C)O (N-acetyl-N-[2-(1-hydroxyethyl)benzyl]-2-phenoxyaniline), [Cl-].[NH4+] (ammonium chloride), C(C(=O)Cl)(=O)Cl (oxalyl chloride). The solvent is ClCCl (dichloromethane), C(C)N(CC)CC (triethylamine), ClCCl (dichloromethane), ClCCl (dichloromethane). Run at temperature -45 celsius, time 10 minute. Product: C(C)(=O)N(C1=C(C=CC=C1)OC1=CC=CC=C1)CC1=C(C=CC=C1)C(C)=O (N-acetyl-N-(2-acetylbenzyl)-2-phenoxyaniline). Yield: 85.9%. RXN SMILES: C(Cl)(=O)C(Cl)=O.CS(C)=O.[C:11]([N:14]([CH2:28][C:29]1[CH:34]=[CH:33][CH:32]=[CH:31][C:30]=1[CH:35]([OH:37])[CH3:36])[C:15]1[CH:20]=[CH:19][CH:18]=[CH:17][C:16]=1[O:21][C:22]1[CH:27]=[CH:26][CH:25]=[CH:24][CH:23]=1)(=[O:13])[CH3:12].[Cl-].[NH4+]>ClCCl.C(N(CC)CC)C>[C:11]([N:14]([CH2:28][C:29]1[CH:34]=[CH:33][CH:32]=[CH:31][C:30]=1[C:35](=[O:37])[CH3:36])[C:15]1[CH:20]=[CH:19][CH:18]=[CH:17][C:16]=1[O:21][C:22]1[CH:27]=[CH:26][CH:25]=[CH:24][CH:23]=1)(=[O:13])[CH3:12] |f:3.4|. Procedure: A solution of 0.22 ml of oxalyl chloride in 13.5 ml of dichloromethane was cooled to −70° C. or below on dry-ice—acetone, and a solution of 0.24 ml of dimethyl sulfoxide in 0.9 ml of dichloromethane was added dropwise, followed by stirring for 10 minutes. To this was added dropwise a solution of 0.48 g of N-acetyl-N-[2-(1-hydroxyethyl)benzyl]-2-phenoxyaniline in 4.5 ml of dichloromethane, and the temperature of the reaction solution was gradually raised to −45° C., followed by stirring at the sa...